From a dataset of the Open Reaction Database (ORD), a public repository of structured organic reaction records. describe an organic reaction: reactants, conditions, products, and yield Starting materials: C1=CC(=CC(=C1)Cl)C(=O)OO (mCPBA), C(C)OC(CC1=CSC2=C1C=CC(=C2)OCC2=C(C=C(C=C2)Cl)Cl)=O (ethyl(6-((2,4-dichlorobenzyl)oxy)-1-benzothiophen-3-yl)acetate), [O-]S(=O)[O-].[Na+].[Na+] (Na2SO3). Solvent: C(Cl)Cl (DCM). Run at temperature 25 celsius, time 3 day. Product: C(C)OC(CC1=CS(C2=C1C=CC(=C2)OCC2=C(C=C(C=C2)Cl)Cl)(=O)=O)=O (Ethyl(6-((2,4-dichlorobenzyl)oxy)-1,1-dioxido-1-benzothiophen-3-yl)acetate). Yield: 78.6%. Reaction SMILES: [CH2:1]([O:3][C:4](=[O:25])[CH2:5][C:6]1[C:10]2[CH:11]=[CH:12][C:13]([O:15][CH2:16][C:17]3[CH:22]=[CH:21][C:20]([Cl:23])=[CH:19][C:18]=3[Cl:24])=[CH:14][C:9]=2S[CH:7]=1)[CH3:2].C1C=C(Cl)C=C(C(OO)=O)C=1.[O-:37][S:38]([O-:40])=O.[Na+].[Na+]>C(Cl)Cl>[CH2:1]([O:3][C:4](=[O:25])[CH2:5][C:6]1[C:10]2[CH:9]=[CH:14][C:13]([O:15][CH2:16][C:17]3[CH:22]=[CH:21][C:20]([Cl:23])=[CH:19][C:18]=3[Cl:24])=[CH:12][C:11]=2[S:38](=[O:40])(=[O:37])[CH:7]=1)[CH3:2] |f:2.3.4|. Reported procedure: To a mixture of ethyl(6-((2,4-dichlorobenzyl)oxy)-1-benzothiophen-3-yl)acetate (10.0 g) in anhydrous DCM (400 mL) was added mCPBA (85%, 15.7 g), and the resulting solution was stirred at 25° C. for 3 d. To the reaction mixture was added Na2SO3 (30.0 g), and the mixture was stirred at 25° C. for 0.5 h. The reaction mixture was washed successively with saturated aqueous NaHCO3 and brine, dried over Na2SO4 and concentrated in vacuo. The residue was washed with EtOAc to give the title compound (8.50... Starting materials: CC1=C(SC(=N1)C)/C=C/C(=O)N(C)C (3-dimethylamino-1-(2,4-dimethyl-thiazol-5-yl)-propenone), CN(C1=CC=C(C=C1)NC(=N)N)C (N-(4-dimethylamino-phenyl)-guanidine), [OH-].[Na+] (NaOH). Run in O(C)CCO (2-methoxylethanol). Reaction conditions: temperature 120 celsius. The product is CN(C1=CC=C(C=C1)NC1=NC=CC(=N1)C1=C(N=C(S1)C)C)C (N,N-dimethyl-N′-{4-(2,4-dimethyl-thiazol-5-yl)-pyrimidin-2-yl}-benzene-1,4-diamine). RXN SMILES: [CH3:1][C:2]1[N:6]=[C:5]([CH3:7])[S:4][C:3]=1/[CH:8]=[CH:9]/[C:10](N(C)C)=O.[CH3:15][N:16]([CH3:27])[C:17]1[CH:22]=[CH:21][C:20]([NH:23][C:24]([NH2:26])=[NH:25])=[CH:19][CH:18]=1.[OH-].[Na+]>O(CCO)C>[CH3:15][N:16]([CH3:27])[C:17]1[CH:18]=[CH:19][C:20]([NH:23][C:24]2[N:26]=[C:8]([C:3]3[S:4][C:5]([CH3:7])=[N:6][C:2]=3[CH3:1])[CH:9]=[CH:10][N:25]=2)=[CH:21][CH:22]=1 |f:2.3|. Procedure: A mixture of 3-dimethylamino-1-(2,4-dimethyl-thiazol-5-yl)-propenone (0.95 mmol, 0.19 g) and N-(4-dimethylamino-phenyl)-guanidine (2 mmol) in 2-methoxylethanol (5 mL) was added NaOH (40 mg). The reaction mixture was heated at 120° C. for 18 h. The solvent was evaporated and the residue was purified by chromatography, using EtOAc/PE to afford N,N-dimethyl-N′-{4-(2,4-dimethyl-thiazol-5-yl)-pyrimidin-2-yl}-benzene-1,4-diamine {119} (74 mg) as a reddish-brown solid. 1H-NMR (300 MHz, d6-DMSO) δ2.62 (...